describe an organic reaction: reactants, conditions, products, and yield From a dataset of the Open Reaction Database (ORD), a public repository of structured organic reaction records. The reactants are CCO, Nc1cccc(Cl)c1, Cl, O=N[O-], Cc1cc(N)nc(N)n1, NC(N)=O, [Na+], [Na+], [OH-], O, c1cncnc1. Yields the product Cc1nc(N)nc(N)c1N=Nc1cccc(Cl)c1. RXN SMILES: [CH3:36][CH2:37][OH:38].[Cl:10][c:11]1[cH:12][c:13]([NH2:14])[cH:15][cH:16][cH:17]1.[ClH:18].[N:19]([O-:20])=[O:21].[NH2:1][c:2]1[n:3][c:4]([CH3:9])[cH:5][c:6]([NH2:8])[n:7]1.[NH2:23][C:24](=[O:25])[NH2:26].[Na+:22].[Na+:34].[OH-:33].[OH2:35].[cH:27]1[cH:28][n:29][cH:30][n:31][cH:32]1>>[NH2:1][c:2]1[n:3][c:4]([CH3:9])[c:5]([N:19]=[N:14][c:13]2[cH:12][c:11]([Cl:10])[cH:17][cH:16][cH:15]2)[c:6]([NH2:8])[n:7]1. Reactants: CCC1NCCc2[nH]cnc21, CN=C=S, CC#N, CCO. Yields the product CCC1c2nc[nH]c2CCN1C(=S)NC. As a reaction SMILES: [CH2:1]([CH3:2])[CH:3]1[NH:4][CH2:5][CH2:6][c:7]2[c:8]1[n:9][cH:10][nH:11]2.[CH3:12][N:13]=[C:14]=[S:15].[CH3:16][C:17]#[N:18].[CH3:19][CH2:20][OH:21]>>[CH2:1]([CH3:2])[CH:3]1[N:4]([C:14]([NH:13][CH3:12])=[S:15])[CH2:5][CH2:6][c:7]2[c:8]1[n:9][cH:10][nH:11]2. Starting materials: OC1=C(C(=O)OC)C=CC=C1C (Methyl 2-hydroxy-3-methylbenzoate), II (iodine). Reagents/catalysts: S(=O)(=O)([O-])[O-].[Ag+2] (silver sulfate). Run in CO (MeOH). Run at time 3 hour. Product: OC1=C(C(=O)OC)C=C(C=C1C)I (methyl 2-hydroxy-5-iodo-3-methylbenzoate). As a reaction SMILES: [OH:1][C:2]1[C:11]([CH3:12])=[CH:10][CH:9]=[CH:8][C:3]=1[C:4]([O:6][CH3:7])=[O:5].[I:13]I>CO.S([O-])([O-])(=O)=O.[Ag+2]>[OH:1][C:2]1[C:11]([CH3:12])=[CH:10][C:9]([I:13])=[CH:8][C:3]=1[C:4]([O:6][CH3:7])=[O:5] |f:3.4|. Procedure: Methyl 2-hydroxy-3-methylbenzoate (0.869 g, 5.23 mmol) in MeOH (5 mL) was added dropwise to a suspension of iodine (1.327 g, 5.23 mmol) and silver sulfate (1.63 g, 5.23 mmol), at room temperature under N2. The resultant brown suspension was stirred for 3 h after which time a colorless suspension was observed. The mixture was filtered through a plug of Celite, washed with MeOH (30 mL) and concentrated in vacuo to afford methyl 2-hydroxy-5-iodo-3-methylbenzoate, as a colorless solid. LCMS calc.=29... Starting materials: C1=NC=CC2=CC=CC=C12 (isoquinoline), C1=CC(=CC(=C1)Cl)C(=O)OO (mCPBA). Run in C(Cl)(Cl)Cl (CHCl3). Run at time 1 hour. Product: C1=[N+](C=CC2=CC=CC=C12)[O-] (isoquinoline 2-oxide). Reaction SMILES: [CH:1]1[C:10]2[C:5](=[CH:6][CH:7]=[CH:8][CH:9]=2)[CH:4]=[CH:3][N:2]=1.C1C=C(Cl)C=C(C(OO)=[O:19])C=1>C(Cl)(Cl)Cl>[CH:1]1[C:10]2[C:5](=[CH:6][CH:7]=[CH:8][CH:9]=2)[CH:4]=[CH:3][N+:2]=1[O-:19]. Procedure: To a stirred solution of isoquinoline (1-Im-9, 5 g, 1.0 eq) in 50 mL of CHCl3, mCPBA (2.0 eq) was added. The mixture was stirred at rt for 1 h. The reaction was washed with 5% aqueous Na2SO3 and aqueous Na2CO3, then concentrated and the residue was purified by silica column chromatography to give isoquinoline 2-oxide (2-Im-9). The reactants are O=C([O-])[O-], N#Cc1cc2c(Cl)ccnc2cc1OCCCN1CCS(=O)(=O)CC1, [Cs+], [Cs+], CN(C)C=O, O, Cc1cc2cc(O)ccc2[nH]1. Yields the product Cc1cc2cc(Oc3ccnc4cc(OCCCN5CCS(=O)(=O)CC5)c(C#N)cc34)ccc2[nH]1. As a reaction SMILES: [C:37](=[O:38])([O-:39])[O-:40].[Cl:1][c:2]1[cH:3][cH:4][n:5][c:6]2[cH:7][c:8]([O:14][CH2:15][CH2:16][CH2:17][N:18]3[CH2:19][CH2:20][S:21](=[O:24])(=[O:25])[CH2:22][CH2:23]3)[c:9]([C:12]#[N:13])[cH:10][c:11]12.[Cs+:41].[Cs+:42].[O:44]=[CH:45][N:46]([CH3:47])[CH3:48].[OH2:43].[OH:26][c:27]1[cH:28][c:29]2[cH:30][c:31]([CH3:36])[nH:32][c:33]2[cH:34][cH:35]1>>[c:2]1([O:26][c:27]2[cH:28][c:29]3[cH:30][c:31]([CH3:36])[nH:32][c:33]3[cH:34][cH:35]2)[cH:3][cH:4][n:5][c:6]2[cH:7][c:8]([O:14][CH2:15][CH2:16][CH2:17][N:18]3[CH2:19][CH2:20][S:21](=[O:24])(=[O:25])[CH2:22][CH2:23]3)[c:9]([C:12]#[N:13])[cH:10][c:11]12. Starting materials: OC(CCCN(S(=O)(=O)C)CCCCCCC(=O)OCC)COC1=CC=C(C=C1)F (ethyl 7-{N-[4-hydroxy-5-(4-fluorophenoxy)pentyl]methanesulfonamido}heptanoate), heavy oil, [OH-].[Na+] (sodium hydroxide), O (water). The solvent is C(C)O (ethanol). Reaction conditions: time 20 hour. The product is OC(CCCNS(=O)(=O)C)COC1=CC=C(C=C1)F (N-[4-Hydroxy-5-(4-fluorophenoxy)pentyl]-methanesulfonamide). As a reaction SMILES: [OH:1][CH:2]([CH2:22][O:23][C:24]1[CH:29]=[CH:28][C:27]([F:30])=[CH:26][CH:25]=1)[CH2:3][CH2:4][CH2:5][N:6](CCCCCCC(OCC)=O)[S:7]([CH3:10])(=[O:9])=[O:8].[OH-].[Na+].O>C(O)C>[OH:1][CH:2]([CH2:22][O:23][C:24]1[CH:25]=[CH:26][C:27]([F:30])=[CH:28][CH:29]=1)[CH2:3][CH2:4][CH2:5][NH:6][S:7]([CH3:10])(=[O:9])=[O:8] |f:1.2|. Procedure details: A solution composed of ethyl 7-{N-[4-hydroxy-5-(4-fluorophenoxy)pentyl]methanesulfonamido}heptanoate (4.7 g., 0.11 mole), sodium hydroxide (1.0 g.), water (13 ml.) and ethanol (130 ml.) is kept at room temperature for 20 hours. Most of the solvent is removed in vacuo, water (150 ml.) is added and the solution extracted with ether (100 ml.). The aqueous layer is acidified (hydrochloric acid) and extracted with ethyl acetate (2 × 100 ml.). The organic layer is dried over sodium sulfate then concen... Yield: 71.9%. Yields the product C1(CC1)C1=CC(=NO1)C=1N(C=C(N1)C=1C=CC(=NC1)C(C)(C)O)C (2-{5-[2-(5-cyclopropylisoxazol-3-yl)-1-methyl-1H-imidazol-4-yl]pyridin-2-yl}propan-2-ol). The solvent is CCOC(=O)C (EtOAc), C1CCOC1 (THF). RXN SMILES: [CH:1]1([C:4]2[O:8][N:7]=[C:6]([C:9]3[NH:10][CH:11]=[C:12]([C:14]4[CH:15]=[CH:16][C:17]([C:20]([OH:23])([CH3:22])[CH3:21])=[N:18][CH:19]=4)[N:13]=3)[CH:5]=2)[CH2:3][CH2:2]1.[C:24](=O)([O-])[O-].[Cs+].[Cs+].CI>C1COCC1.CCOC(C)=O>[CH:1]1([C:4]2[O:8][N:7]=[C:6]([C:9]3[N:10]([CH3:24])[CH:11]=[C:12]([C:14]4[CH:15]=[CH:16][C:17]([C:20]([OH:23])([CH3:21])[CH3:22])=[N:18][CH:19]=4)[N:13]=3)[CH:5]=2)[CH2:3][CH2:2]1 |f:1.2.3|. Procedure: To a solution of product from Step 4 (60 mg, 0.193 mmol) in THF (1 ml) was added cesium carbonate (126 mg, 0.387 mmol). After being stirred for 10 min, CH3I (0.013 ml, 0.213 mmol) was added and the reaction was stirred for 4 hrs. The reaction mixture was diluted with EtOAc, washed with NaHCO3 (sat), dried, concentrated, and separated by prep TLC (hex:EtOAc:CH3OH=6:5:1) to give 2-{5-[2-(5-cyclopropylisoxazol-3-yl)-1-methyl-1H-imidazol-4-yl]pyridin-2-yl}propan-2-ol (45 mg) LCMS: [M+H]+=325.3. Conditions: time 10 minute. The reactants are C1(CC1)C1=CC(=NO1)C=1NC=C(N1)C=1C=CC(=NC1)C(C)(C)O (2-{5-[2-(5-cyclopropylisoxazol-3-yl)-1H-imidazol-4-yl]pyridin-2-yl}propan-2-ol), C([O-])([O-])=O.[Cs+].[Cs+] (cesium carbonate), CI (CH3I).